describe an organic reaction: reactants, conditions, products, and yield From a dataset of the Open Reaction Database (ORD), a public repository of structured organic reaction records. Reactants: C(C)(C)(C)OC(=O)N1[C@@H](C[C@@](C1)(C)F)C(N[C@H](CO)C1=C(C(=CC=C1)Cl)F)=O ((2S,4R)-2-[(S)-1-(3-chloro-2-fluoro-phenyl)-2-hydroxy-ethylcarbamoyl]-4-fluoro-4-methyl-pyrrolidine-1-carboxylic acid tert-butyl ester), CCOC(=O)C (EtOAc). Product: C(C)(C)(C)OC(=O)N1[C@@H](C[C@@](C1)(C)F)C(N[C@H](COC)C1=C(C(=CC=C1)Cl)F)=O ((2S,4R)-2-[(S)-1-(3-Chloro-2-fluoro-phenyl)-2-methoxy-ethylcarbamoyl]-4-fluoro-4-methyl-pyrrolidine-1-carboxylic acid tert-butyl ester). As a reaction SMILES: [C:1]([O:5][C:6]([N:8]1[CH2:12][C@@:11]([F:14])([CH3:13])[CH2:10][C@H:9]1[C:15](=[O:28])[NH:16][C@@H:17]([C:20]1[CH:25]=[CH:24][CH:23]=[C:22]([Cl:26])[C:21]=1[F:27])[CH2:18][OH:19])=[O:7])([CH3:4])([CH3:3])[CH3:2].[CH3:29]COC(C)=O>>[C:1]([O:5][C:6]([N:8]1[CH2:12][C@@:11]([F:14])([CH3:13])[CH2:10][C@H:9]1[C:15](=[O:28])[NH:16][C@@H:17]([C:20]1[CH:25]=[CH:24][CH:23]=[C:22]([Cl:26])[C:21]=1[F:27])[CH2:18][O:19][CH3:29])=[O:7])([CH3:2])([CH3:3])[CH3:4]. Procedure: was prepared according to Scheme B9 (Step B) from (2S,4R)-2-[(S)-1-(3-chloro-2-fluoro-phenyl)-2-hydroxy-ethylcarbamoyl]-4-fluoro-4-methyl-pyrrolidine-1-carboxylic acid tert-butyl ester. TLC, Rf (EtOAc)=0.90; MS (UPLC-MS): 433.4/435.4 [M+H]+, 477.4 [M+HCOO]−; tR (HPLC conditions a): 3.73 min.